From a dataset of the Open Reaction Database (ORD), a public repository of structured organic reaction records. describe an organic reaction: reactants, conditions, products, and yield Reactants: CC(C)(C)c1ccc(S(=O)(=O)Cl)cc1, Cc1ccc(N)cc1. Yields the product Cc1ccc(NS(=O)(=O)c2ccc(C(C)(C)C)cc2)cc1. As a reaction SMILES: [C:9]([CH3:10])([CH3:11])([CH3:12])[c:13]1[cH:14][cH:15][c:16]([S:19](=[O:20])(=[O:21])[Cl:22])[cH:17][cH:18]1.[CH3:1][c:2]1[cH:3][cH:4][c:5]([NH2:6])[cH:7][cH:8]1>>[CH3:1][c:2]1[cH:3][cH:4][c:5]([NH:6][S:19]([c:16]2[cH:15][cH:14][c:13]([C:9]([CH3:10])([CH3:11])[CH3:12])[cH:18][cH:17]2)(=[O:20])=[O:21])[cH:7][cH:8]1. The product is O=C(O)C1CCC(OCCCCOCc2ccccc2)CC1. Reactants: COC(=O)C1CCC(OCCCCOCc2ccccc2)CC1, Cl, [Na+], C1COCCO1, [OH-], O. Reaction SMILES: [CH3:3][O:4][C:5](=[O:6])[CH:7]1[CH2:8][CH2:9][CH:10]([O:13][CH2:14][CH2:15][CH2:16][CH2:17][O:18][CH2:19][c:20]2[cH:21][cH:22][cH:23][cH:24][cH:25]2)[CH2:11][CH2:12]1.[ClH:26].[Na+:2].[O:28]1[CH2:29][CH2:30][O:31][CH2:32][CH2:33]1.[OH-:1].[OH2:27]>>[O:4]=[C:5]([OH:6])[CH:7]1[CH2:8][CH2:9][CH:10]([O:13][CH2:14][CH2:15][CH2:16][CH2:17][O:18][CH2:19][c:20]2[cH:21][cH:22][cH:23][cH:24][cH:25]2)[CH2:11][CH2:12]1. Reactants: C(C1=CC=CC=C1)Br (benzyl bromide), N1C=CC=2C(=CC=CC12)C(=O)OC (methyl indole-4-carboxylate), [H-].[Na+] (sodium hydride), oil, ice water. The solvent is CN(C)C=O (DMF). Run at time 20 minute. Yields the product C(C1=CC=CC=C1)N1C=CC=2C(=CC=CC12)C(=O)OC (methyl 1-benzyl-1H-indole-4-carboxylate). Yield: 91.6%. As a reaction SMILES: [NH:1]1[C:9]2[CH:8]=[CH:7][CH:6]=[C:5]([C:10]([O:12][CH3:13])=[O:11])[C:4]=2[CH:3]=[CH:2]1.[H-].[Na+].[CH2:16](Br)[C:17]1[CH:22]=[CH:21][CH:20]=[CH:19][CH:18]=1>CN(C=O)C>[CH2:16]([N:1]1[C:9]2[CH:8]=[CH:7][CH:6]=[C:5]([C:10]([O:12][CH3:13])=[O:11])[C:4]=2[CH:3]=[CH:2]1)[C:17]1[CH:22]=[CH:21][CH:20]=[CH:19][CH:18]=1 |f:1.2|. Procedure details: To a solution of methyl indole-4-carboxylate (10.0 g, 57.14 mmol) was added sodium hydride (60% dispersion in mineral oil (5.71 g, 142.8 mmol) in DMF (200 mL) in portions. The mixture was stirred under an atmosphere of nitrogen for 20 minutes. To this was added benzyl bromide (8.48 mL, 74.4 mmol) and the mixture continued to stir for 16 hours. The mixture was poured into an ice/water mixture and extracted with diethyl ether (3×500 mL). The combined organic layers were washed with brine (3×200 mL... Reactants: Cl.C(C)N=C=NCCCN(C)C (1-Ethyl-3-(3-dimethylaminopropyl)carbodiimide hydrochloride), O (Water), C(CCCC)OC1=CC=2CC3=CC(=CC=C3C2C=C1)CCC1=CC(=C(C=C1)O)F (2-Pentyloxy-7-(2-(3-fluoro-4-hydroxyphenyl)ethyl)fluorene), C(C=C)(=O)O (acrylic acid). Reagents/catalysts: CN(C1=CC=NC=C1)C (4-dimethylaminopyridine). Solvent: C(Cl)(Cl)Cl (chloroform). Run at temperature 0 celsius, time 24 hour. The product is C(CCCC)OC1=CC=2CC3=CC(=CC=C3C2C=C1)CCC1=CC(=C(C=C1)OC(C=C)=O)F (2-pentyloxy-7-(2-(3-fluoro-4-acryloyloxyphenyl)ethyl)fluorene). The yield is 17.6%. RXN SMILES: [CH2:1]([O:6][C:7]1[CH:19]=[CH:18][C:17]2[C:16]3[C:11](=[CH:12][C:13]([CH2:20][CH2:21][C:22]4[CH:27]=[CH:26][C:25]([OH:28])=[C:24]([F:29])[CH:23]=4)=[CH:14][CH:15]=3)[CH2:10][C:9]=2[CH:8]=1)[CH2:2][CH2:3][CH2:4][CH3:5].[C:30](O)(=[O:33])[CH:31]=[CH2:32].Cl.C(N=C=NCCCN(C)C)C.O>C(Cl)(Cl)Cl.CN(C)C1C=CN=CC=1>[CH2:1]([O:6][C:7]1[CH:19]=[CH:18][C:17]2[C:16]3[C:11](=[CH:12][C:13]([CH2:20][CH2:21][C:22]4[CH:27]=[CH:26][C:25]([O:28][C:30](=[O:33])[CH:31]=[CH2:32])=[C:24]([F:29])[CH:23]=4)=[CH:14][CH:15]=3)[CH2:10][C:9]=2[CH:8]=1)[CH2:2][CH2:3][CH2:4][CH3:5] |f:2.3|. Reported procedure: 2-Pentyloxy-7-(2-(3-fluoro-4-hydroxyphenyl)ethyl)fluorene (0.7 g) and acrylic acid (0.14 g) were dissolved in chloroform (30 mL) and cooled down to 0° C. 1-Ethyl-3-(3-dimethylaminopropyl)carbodiimide hydrochloride (0.44 g) and 4-dimethylaminopyridine (0.01 g) were added thereto, and then the temperature was allowed to come back to a room temperature, followed by stirring for 24 hours. Water was added to separate the solution, and the chloroform layer was dried on anhydrous magnesium sulfate. A r... Reactants: P(=O)(Cl)(Cl)Cl (phosphorous oxychloride), C(C)(=O)[O-].[Na+] (sodium acetate), CN(C1=CC=CC=C1)C=O (N-methylformanilide), C1=CC=C2C=CC=C3C4=CC=CC5=CC=CC(C1=C23)=C45 (perylene). Solvent: ClC1=C(C=CC=C1)Cl (o-dichlorobenzene), O (water). The product is C1=CC(=C2C=CC=C3C4=CC=CC5=CC=CC(C1=C23)=C45)C=O (3-perylencarboxaldehyde). RXN SMILES: CN([CH:9]=[O:10])C1C=CC=CC=1.P(Cl)(Cl)(Cl)=O.[CH:16]1[C:33]2=[C:34]3[C:23]([C:24]4[C:35]5[C:28](=[CH:29][CH:30]=[CH:31][C:32]2=5)[CH:27]=[CH:26][CH:25]=4)=[CH:22][CH:21]=[CH:20][C:19]3=[CH:18][CH:17]=1.C([O-])(=O)C.[Na+]>ClC1C=CC=CC=1Cl.O>[CH:31]1[C:32]2=[C:35]3[C:24]([C:23]4[C:34]5[C:19](=[CH:18][CH:17]=[CH:16][C:33]2=5)[CH:20]=[CH:21][CH:22]=4)=[CH:25][CH:26]=[CH:27][C:28]3=[C:29]([CH:9]=[O:10])[CH:30]=1 |f:3.4|. Procedure details: About 22 grams N-methylformanilide is initially dissolved in 40 milliliters o-dichlorobenzene, the vessel containing the above solution partially immersed in a water bath (bath temperature less than 25° C) and 22 grams phosphorous oxychloride introduced into the flask by dropewise addition. About 20 grams of perylene is stirred into the above solution and the resulting mixture heated on a steam bath for twelve hours (temperature of contents of vessel 90°-95° C). The contents of the flask are the... The reactants are [NH4+].[Cl-] (NH4Cl), CCOC(=O)C (EtOAc), FC1=CC2=C(C(=NO2)C2CCN(CC2)CCC(=O)OCC)C=C1 (ethyl 3-[4-(6-fluoro-1,2-benzisoxazol-3-yl)-1-piperidinyl]propionate), C[Mg] (methylmagnesium), solution. The solvent is O1CCCC1 (THF), O1CCCC1 (tetrahydrofuran), CCOCC (ether). Conditions: time 16 hour. The product is C(\C=C\C(=O)O)(=O)O.FC1=CC2=C(C(=NO2)C2CCN(CC2)CCC(C)(O)C)C=C1 (4-[4-(6-Fluoro-1,2-benzisoxazol-3-yl)-1-piperidinyl]-2-methyl-2-hydroxybutane fumarate). Reaction SMILES: [F:1][C:2]1[CH:23]=[CH:22][C:5]2[C:6]([CH:9]3[CH2:14][CH2:13][N:12]([CH2:15][CH2:16][C:17]([O:19]CC)=[O:18])[CH2:11][CH2:10]3)=[N:7][O:8][C:4]=2[CH:3]=1.[CH3:24][Mg].[NH4+].[Cl-].CC[O:30][C:31]([CH3:33])=[O:32]>O1CCCC1.CCOCC>[C:31]([OH:32])(=[O:30])/[CH:15]=[CH:16]/[C:17]([OH:19])=[O:18].[F:1][C:2]1[CH:23]=[CH:22][C:5]2[C:6]([CH:9]3[CH2:14][CH2:13][N:12]([CH2:15][CH2:16][C:31]([CH3:33])([OH:32])[CH3:24])[CH2:11][CH2:10]3)=[N:7][O:8][C:4]=2[CH:3]=1 |f:2.3,7.8|. Procedure: To a solution of ethyl 3-[4-(6-fluoro-1,2-benzisoxazol-3-yl)-1-piperidinyl]propionate (3.21 g, 10 mmol) in tetrahydrofuran (THF, 100 ml), was added methylmagnesium bromidde (10 ml, 30 mmol, 3M solution in ether) dropwise over 15 minutes at room temperature under N2. The resulting mixture was stirred for 16 hours. The mixture was slowly hydrolyzed with aqueous NH4Cl solution. The THF solution was diluted with EtOAc (300 ml), then was washed with water and brine. The organic solution was separated...